This data is from the Open Reaction Database (ORD), a public repository of structured organic reaction records. The task is: describe an organic reaction: reactants, conditions, products, and yield Reactants: BrCCCc1ccccc1, COC(=O)c1ccc2c(C)c[nH]c2c1, CC(C)=O, [Na+], [OH-], O. The product is COC(=O)c1ccc2c(C)cn(CCCc3ccccc3)c2c1. RXN SMILES: [Br:15][CH2:16][CH2:17][CH2:18][c:19]1[cH:20][cH:21][cH:22][cH:23][cH:24]1.[CH3:1][c:2]1[cH:3][nH:4][c:5]2[cH:6][c:7]([C:11](=[O:12])[O:13][CH3:14])[cH:8][cH:9][c:10]12.[CH3:28][C:29](=[O:30])[CH3:31].[Na+:26].[OH-:25].[OH2:27]>>[CH3:1][c:2]1[cH:3][n:4]([CH2:16][CH2:17][CH2:18][c:19]2[cH:20][cH:21][cH:22][cH:23][cH:24]2)[c:5]2[cH:6][c:7]([C:11](=[O:12])[O:13][CH3:14])[cH:8][cH:9][c:10]12. Reactants: C1CC2OCCOC2CN1, [Na+], [Na+], O=C([O-])[O-], O=C(Cl)C(c1ccccc1)c1ccccc1, c1ccccc1. Yields the product O=C(C(c1ccccc1)c1ccccc1)N1CCC2OCCOC2C1. Reaction SMILES: [CH2:23]1[O:24][CH:25]2[CH2:26][CH2:27][NH:28][CH2:29][CH:30]2[O:31][CH2:32]1.[Na+:17].[Na+:18].[O-:19][C:20](=[O:21])[O-:22].[c:1]1([CH:7]([C:8](=[O:9])[Cl:10])[c:11]2[cH:12][cH:13][cH:14][cH:15][cH:16]2)[cH:2][cH:3][cH:4][cH:5][cH:6]1.[cH:33]1[cH:34][cH:35][cH:36][cH:37][cH:38]1>>[c:1]1([CH:7]([C:8](=[O:9])[N:28]2[CH2:27][CH2:26][CH:25]3[O:24][CH2:23][CH2:32][O:31][CH:30]3[CH2:29]2)[c:11]2[cH:12][cH:13][cH:14][cH:15][cH:16]2)[cH:2][cH:3][cH:4][cH:5][cH:6]1.